From a dataset of the Open Reaction Database (ORD), a public repository of structured organic reaction records. describe an organic reaction: reactants, conditions, products, and yield Yields the product COC=1C=C(C=CC1OC)C=CC1=NC(=NO1)CC1CCN(CC1)CCN(C)C ([2-(4-{5-[2-(3,4-Dimethoxy-phenyl)-vinyl]-[1,2,4]oxadiazol-3-ylmethyl}-piperidin-1-yl)-ethyl]-dimethyl-amine). Reported procedure: N,N-Dimethylethyl chloride (0.21 g, 1.45 mmol) was added slowly into a solution of 4-{5-[2-(3,4-dimethoxy-phenyl)-vinyl]-[1,2,4]oxadiazol-3-ylmethyl}-piperidine (compound of Example 19; 0.4 g, 1.21 mmol) and anhydrous potassium carbonate (0.37 g, 1.82 mmol) in dry DMF (10 mL). The mixture was heated at 55° C. to 60° C. for 4 h. The reaction mixture was cooled to room temperature and ice water (5 mL) was added into it. The solid obtained was filtered and dried to afford the title compound. Reaction SMILES: [CH3:1][O:2][C:3]1[CH:4]=[C:5]([CH:11]=[CH:12][C:13]2[O:17][N:16]=[C:15]([CH2:18][CH:19]3[CH2:24][CH2:23][NH:22][CH2:21][CH2:20]3)[N:14]=2)[CH:6]=[CH:7][C:8]=1[O:9][CH3:10].[C:25](=O)([O-])[O-].[K+].[K+].[CH3:31][N:32]([CH:34]=O)[CH3:33]>>[CH3:1][O:2][C:3]1[CH:4]=[C:5]([CH:11]=[CH:12][C:13]2[O:17][N:16]=[C:15]([CH2:18][CH:19]3[CH2:24][CH2:23][N:22]([CH2:25][CH2:34][N:32]([CH3:33])[CH3:31])[CH2:21][CH2:20]3)[N:14]=2)[CH:6]=[CH:7][C:8]=1[O:9][CH3:10] |f:1.2.3|. The reactants are N,N-Dimethylethyl chloride, COC=1C=C(C=CC1OC)C=CC1=NC(=NO1)CC1CCNCC1 (4-{5-[2-(3,4-Dimethoxy-phenyl)-vinyl]-[1,2,4]oxadiazol-3-ylmethyl}-piperidine), COC=1C=C(C=CC1OC)C=CC1=NC(=NO1)CC1CCNCC1 (4-{5-[2-(3,4-Dimethoxy-phenyl)-vinyl]-[1,2,4]oxadiazol-3-ylmethyl}-piperidine), C([O-])([O-])=O.[K+].[K+] (potassium carbonate), CN(C)C=O (DMF), ice water. Starting materials: Intermediate 32, BrC=1C(=NN(C1)CC)C1=CC=C(C=C1)NC(N(C)C)=O (N′-[4-(4-bromo-1-ethyl-1H-pyrazol-3-yl)phenyl]-N,N-dimethylurea), BrC1=C2C(=NC=C1)N(C(=C2)C2=CC=C(C=C2)N2CCOCC2)S(=O)(=O)C2=CC=CC=C2 (4-bromo-2-[4-(4-morpholinyl)phenyl]-1-(phenylsulfonyl)-1H-pyrrolo[2,3-b]pyridine), Intermediate 100. Yields the product C(C)N1N=C(C(=C1)C1=C2C(=NC=C1)N(C(=C2)C2=CC=C(C=C2)N2CCOCC2)S(=O)(=O)C2=CC=CC=C2)C2=CC=C(C=C2)NC(N(C)C)=O (N′-(4-{1-ethyl-4-[2-[4-(4-morpholinyl)phenyl]-1-(phenylsulfonyl)-1H-pyrrolo[2,3-b]pyridin-4-yl]-1H-pyrazol-3-yl}phenyl)-N,N-dimethylurea). Reaction SMILES: Br[C:2]1[CH:7]=[CH:6][N:5]=[C:4]2[N:8]([S:23]([C:26]3[CH:31]=[CH:30][CH:29]=[CH:28][CH:27]=3)(=[O:25])=[O:24])[C:9]([C:11]3[CH:16]=[CH:15][C:14]([N:17]4[CH2:22][CH2:21][O:20][CH2:19][CH2:18]4)=[CH:13][CH:12]=3)=[CH:10][C:3]=12.Br[C:33]1[C:34]([C:40]2[CH:45]=[CH:44][C:43]([NH:46][C:47](=[O:51])[N:48]([CH3:50])[CH3:49])=[CH:42][CH:41]=2)=[N:35][N:36]([CH2:38][CH3:39])[CH:37]=1>>[CH2:38]([N:36]1[CH:37]=[C:33]([C:2]2[CH:7]=[CH:6][N:5]=[C:4]3[N:8]([S:23]([C:26]4[CH:31]=[CH:30][CH:29]=[CH:28][CH:27]=4)(=[O:24])=[O:25])[C:9]([C:11]4[CH:16]=[CH:15][C:14]([N:17]5[CH2:22][CH2:21][O:20][CH2:19][CH2:18]5)=[CH:13][CH:12]=4)=[CH:10][C:3]=23)[C:34]([C:40]2[CH:45]=[CH:44][C:43]([NH:46][C:47](=[O:51])[N:48]([CH3:50])[CH3:49])=[CH:42][CH:41]=2)=[N:35]1)[CH3:39]. Procedure: Following the procedure described for Intermediate 32 with 4-bromo-2-[4-(4-morpholinyl)phenyl]-1-(phenylsulfonyl)-1H-pyrrolo[2,3-b]pyridine. Using this product crude and following the procedure described in Intermediate 100 using N′-[4-(4-bromo-1-ethyl-1H-pyrazol-3-yl)phenyl]-N,N-dimethylurea provided the title product. ESMS [M+H]+: 676.4 Starting materials: Cc1ccc(NC(=O)OCc2ccccc2)c(=O)n1CC(=O)OC(C)(C)C, CCO. The product is Cc1ccc(N)c(=O)n1CC(=O)OC(C)(C)C. Reaction SMILES: [CH2:1]([O:2][C:3](=[O:4])[NH:11][c:12]1[c:13](=[O:27])[n:14]([CH2:19][C:20](=[O:21])[O:22][C:23]([CH3:24])([CH3:25])[CH3:26])[c:15]([CH3:18])[cH:16][cH:17]1)[c:5]1[cH:6][cH:7][cH:8][cH:9][cH:10]1.[CH3:28][CH2:29][OH:30]>>[NH2:11][c:12]1[c:13](=[O:27])[n:14]([CH2:19][C:20](=[O:21])[O:22][C:23]([CH3:24])([CH3:25])[CH3:26])[c:15]([CH3:18])[cH:16][cH:17]1. Starting materials: [OH-].[Na+] (sodium hydroxide), [OH-].[Na+] (sodium hydroxide), OC1=CC=C(C(=O)O)C=C1 (para-hydroxy benzoic acid), BrCCCCCCCCCC (1-bromodecane), Cl (HCl). Solvent: C(C)O (ethyl alcohol). Product: C(CCCCCCCCC)OC1=CC=C(C(=O)O)C=C1 (para-decyloxy benzoic acid). The yield is 73.0%. As a reaction SMILES: [OH-].[Na+].[OH:3][C:4]1[CH:12]=[CH:11][C:7]([C:8]([OH:10])=[O:9])=[CH:6][CH:5]=1.Br[CH2:14][CH2:15][CH2:16][CH2:17][CH2:18][CH2:19][CH2:20][CH2:21][CH2:22][CH3:23].Cl>C(O)C>[CH2:14]([O:3][C:4]1[CH:12]=[CH:11][C:7]([C:8]([OH:10])=[O:9])=[CH:6][CH:5]=1)[CH2:15][CH2:16][CH2:17][CH2:18][CH2:19][CH2:20][CH2:21][CH2:22][CH3:23] |f:0.1|. Reported procedure: 2.11 g of sodium hydroxide was dissolved in 50 ml of ethyl alcohol and to the solution were added 2.6 g of para-hydroxy benzoic acid and 5.8 ml of 1-bromodecane. After the mixture was refluxed for 15 hours, 25 ml of 10% aqueous sodium hydroxide solution was added and refluxed for another two hours. After cooling, concentrated HCl was dropped into the solution until it was acidic. Filtration and recrystallization from ethyl alcohol gave 3.8 g of pure product (yield 73%). RXN SMILES: [CH3:17][N:18]([CH2:19][CH2:20][Cl:21])[CH3:22].[CH3:26][N:27]([CH3:28])[CH:29]=[O:30].[ClH:16].[H-:23].[Na+:24].[OH2:25].[OH:1][c:2]1[cH:3][cH:4][c:5]([O:6][CH2:7][c:8]2[cH:9][cH:10][cH:11][cH:12][cH:13]2)[cH:14][cH:15]1>>[O:1]([c:2]1[cH:3][cH:4][c:5]([O:6][CH2:7][c:8]2[cH:9][cH:10][cH:11][cH:12][cH:13]2)[cH:14][cH:15]1)[CH2:20][CH2:19][N:18]([CH3:17])[CH3:22]. Yields the product CN(C)CCOc1ccc(OCc2ccccc2)cc1. The reactants are CN(C)CCCl, CN(C)C=O, Cl, [H-], [Na+], O, Oc1ccc(OCc2ccccc2)cc1. Starting materials: FC1=CC=C(C=C1)C1=NNC2=C1CN(CC2)C(C)=O (1-[3-(4-fluoro-phenyl)-1,4,6,7-tetrahydro-pyrazolo[4,3-c]pyridin-5-yl]-ethanone), C(CCC)P(CCCC)CCCC (tri-n-butylphosphine), N(=NC(=O)N1CCCCC1)C(=O)N1CCCCC1 (1,1′-(azodicarbonyl)dipiperidine), [C@@H]1(CCC2=CC=CC=C12)O ((S)-1-indanol). Run in C1(=CC=CC=C1)C (toluene). Reaction conditions: temperature 80 celsius, time 2 hour. Product: FC1=CC=C(C=C1)C1=NN(C2=C1CN(CC2)C(C)=O)[C@@H]2CCC1=CC=CC=C21 (1-[(R)-3-(4-Fluoro-phenyl)-1-indan-1-yl-1,4,6,7-tetrahydro-pyrazolo[4,3-c]pyridin-5-yl]-ethanone). Reaction SMILES: [F:1][C:2]1[CH:7]=[CH:6][C:5]([C:8]2[C:12]3[CH2:13][N:14]([C:17](=[O:19])[CH3:18])[CH2:15][CH2:16][C:11]=3[NH:10][N:9]=2)=[CH:4][CH:3]=1.C(P(CCCC)CCCC)CCC.N(C(N1CCCCC1)=O)=NC(N1CCCCC1)=O.[C@@H:51]1(O)[C:59]2[C:54](=[CH:55][CH:56]=[CH:57][CH:58]=2)[CH2:53][CH2:52]1>C1(C)C=CC=CC=1>[F:1][C:2]1[CH:3]=[CH:4][C:5]([C:8]2[C:12]3[CH2:13][N:14]([C:17](=[O:19])[CH3:18])[CH2:15][CH2:16][C:11]=3[N:10]([C@H:51]3[C:59]4[C:54](=[CH:55][CH:56]=[CH:57][CH:58]=4)[CH2:53][CH2:52]3)[N:9]=2)=[CH:6][CH:7]=1. Procedure: According to Scheme 7: A mixture of 1-[3-(4-fluoro-phenyl)-1,4,6,7-tetrahydro-pyrazolo[4,3-c]pyridin-5-yl]-ethanone (3b) (0.2 g, 0.771 mmol), tri-n-butylphosphine (0.312 g, 1.54 mmol), 1,1′-(azodicarbonyl)dipiperidine (0.389 g, 1.54 mmol) and (S)-1-indanol in dry toluene (2.5 ml) was stirred at 80° C. for 2 h. Solvents were evaporated in vacuo. The crude product was purified by reverse phase HPLC (CH3CN/water gradient with 0.1% trifluoroacetic acid) to give 81 mg of 1-[(R)-3-(4-fluoro-phenyl)-1-...